This data is from the Open Reaction Database (ORD), a public repository of structured organic reaction records. The task is: describe an organic reaction: reactants, conditions, products, and yield Reactants: CC(C)(C)OC(=O)N1CC(O)C(O)C1, C1CCOC1, [O-][I+3]([O-])([O-])[O-], [Na+], O. The product is CC(C)(C)OC(=O)N(CC=O)CC=O. RXN SMILES: [C:7]([CH3:8])([CH3:9])([CH3:10])[O:11][C:12](=[O:13])[N:14]1[CH2:15][CH:16]([OH:20])[CH:17]([OH:19])[CH2:18]1.[CH2:22]1[O:23][CH2:24][CH2:25][CH2:26]1.[I+3:1]([O-:2])([O-:3])([O-:4])[O-:5].[Na+:6].[OH2:21]>>[C:7]([CH3:8])([CH3:9])([CH3:10])[O:11][C:12](=[O:13])[N:14]([CH2:15][CH:16]=[O:20])[CH2:18][CH:17]=[O:19]. Reactants: CCCCCC, CSc1ccc2c(c1)CN(C(C)C)S(=O)(=O)N2, ClCCBr, [H-], [H][H], [Na+], CN(C)C=O. Product: CSc1ccc2c(c1)CN(C(C)C)S(=O)(=O)N2CCCl. RXN SMILES: [CH3:31][CH2:32][CH2:33][CH2:34][CH2:35][CH3:36].[CH3:3][CH:4]([CH3:5])[N:6]1[S:7](=[O:18])(=[O:19])[NH:8][c:9]2[c:10]([cH:12][c:13]([S:16][CH3:17])[cH:14][cH:15]2)[CH2:11]1.[Cl:22][CH2:23][CH2:24][Br:25].[H-:1].[H:20][H:21].[Na+:2].[O:26]=[CH:27][N:28]([CH3:29])[CH3:30]>>[CH3:3][CH:4]([CH3:5])[N:6]1[S:7](=[O:18])(=[O:19])[N:8]([CH2:24][CH2:23][Cl:22])[c:9]2[c:10]([cH:12][c:13]([S:16][CH3:17])[cH:14][cH:15]2)[CH2:11]1. Reactants: O=C1CCC(=O)N1Br, ClCCl, CC(O)c1cccc(NC(=O)C(C)(C)C)n1, c1ccc(P(c2ccccc2)c2ccccc2)cc1. The product is CC(Br)c1cccc(NC(=O)C(C)(C)C)n1. Reaction SMILES: [Br:36][N:37]1[C:38](=[O:39])[CH2:40][CH2:41][C:42]1=[O:43].[Cl:44][CH2:45][Cl:46].[OH:1][CH:2]([CH3:3])[c:4]1[cH:5][cH:6][cH:7][c:8]([NH:10][C:11]([C:12]([CH3:13])([CH3:14])[CH3:15])=[O:16])[n:9]1.[c:17]1([P:18]([c:19]2[cH:20][cH:21][cH:22][cH:23][cH:24]2)[c:25]2[cH:26][cH:27][cH:28][cH:29][cH:30]2)[cH:31][cH:32][cH:33][cH:34][cH:35]1>>[CH:2]([CH3:3])([c:4]1[cH:5][cH:6][cH:7][c:8]([NH:10][C:11]([C:12]([CH3:13])([CH3:14])[CH3:15])=[O:16])[n:9]1)[Br:36]. Reactants: CO (methanol), S(=O)(=O)(O)OC1=C(C=C(OC2=C(C=C(C[C@H](N)C(=O)O)C=C2I)I)C=C1)I (triiodothyronine sulfate), radioactive iodothyronines, S(=O)(=O)([O-])S(=O)[O-].[Na+].[Na+] (sodium metabisulfite), Sephadex, solution, C1=CC(=C(C=C1C[C@@H](C(=O)O)N)I)OC2=CC(=C(C=C2)O)I (L-3,3'-Diiodothyronine), C1=CC(=C(C=C1CC(C(=O)O)N)I)OC2=CC(=C(C=C2)O)I (3,3'-T2), CC=1C=CC(=CC1)S(=O)(=O)NCl (chloramine-T). Solvent: P(=O)([O-])([O-])[O-] (phosphate), P(=O)([O-])([O-])[O-] (phosphate), P(=O)([O-])([O-])[O-] (phosphate). Yields the product C1=CC(=C(C=C1C[C@@H](C(=O)O)N)I)OC2=CC(=C(C=C2)OS(=O)(=O)O)I (3,3'-T2S). RXN SMILES: [S:1]([O:5][C:6]1[CH:26]=[CH:25][C:9]([O:10][C:11]2[C:22](I)=[CH:21][C:14]([CH2:15][C@@H:16]([C:18]([OH:20])=[O:19])[NH2:17])=[CH:13][C:12]=2[I:24])=[CH:8][C:7]=1[I:27])([OH:4])(=[O:3])=[O:2].C1C(C[C@H](N)C(O)=O)=CC(I)=C(OC2C=CC(O)=C(I)C=2)C=1.C1C(CC(N)C(O)=O)=CC(I)=C(OC2C=CC(O)=C(I)C=2)C=1.CO.CC1C=CC(S(NCl)(=O)=O)=CC=1.S(S([O-])=O)([O-])(=O)=O.[Na+].[Na+]>P([O-])([O-])([O-])=O>[CH:21]1[C:14]([CH2:15][C@H:16]([NH2:17])[C:18]([OH:20])=[O:19])=[CH:13][C:12]([I:24])=[C:11]([O:10][C:9]2[CH:25]=[CH:26][C:6]([O:5][S:1]([OH:4])(=[O:3])=[O:2])=[C:7]([I:27])[CH:8]=2)[CH:22]=1 |f:5.6.7|. Procedure details: 3,3'-T2S and [25I]T2S were prepared by the method of Eelkman-Rooda and co-workers (Eelkman-Rooda SJ, Kaptein E, VanLoon MAC, Visser TJ. 1988 "Development of a radioimmunoassay for triiodothyronine sulfate"), herein incorporated by reference in its entirety, but can be prepared by any number of methods known to those with skill in the art. L-3,3'-Diiodothyronine (L-T2) is purchased from Henning Berlin (Berlin, Germany). The radioactive [125I] T2 (S.A. 300-500 mCi/mg) was prepared by iodination of...